From a dataset of the Open Reaction Database (ORD), a public repository of structured organic reaction records. describe an organic reaction: reactants, conditions, products, and yield The reactants are O1CCC(CC1)COC1=C(C=CC(=N1)C(=O)O)C(F)(F)F (6-((tetrahydro-2H-pyran-4-yl)methoxy)-5-(trifluoromethyl)picolinic acid), N[C@H](C(=O)NC)CC(C)(C)C ((2S)-2-amino-N,4,4-trimethyl-pentanamide). Procedure details: The title compound was synthesized in analogy to Example 1, using 6-((tetrahydro-2H-pyran-4-yl)methoxy)-5-(trifluoromethyl)picolinic acid and (2S)-2-amino-N,4,4-trimethyl-pentanamide (CAN 1160161-70-5) as starting materials, MS (EI): m/e=446.4 [M+H]+. Product: CC(C[C@@H](C(NC)=O)NC(=O)C1=NC(=C(C=C1)C(F)(F)F)OCC1CCOCC1)(C)C (6-(Tetrahydro-pyran-4-ylmethoxy)-5-trifluoromethyl-pyridine-2-carboxylic acid ((S)-3,3-dimethyl-1-methylcarbamoyl-butyl)-amide). As a reaction SMILES: [O:1]1[CH2:6][CH2:5][CH:4]([CH2:7][O:8][C:9]2[N:14]=[C:13]([C:15]([OH:17])=O)[CH:12]=[CH:11][C:10]=2[C:18]([F:21])([F:20])[F:19])[CH2:3][CH2:2]1.[NH2:22][C@@H:23]([CH2:28][C:29]([CH3:32])([CH3:31])[CH3:30])[C:24]([NH:26][CH3:27])=[O:25]>>[CH3:30][C:29]([CH3:32])([CH3:31])[CH2:28][C@H:23]([NH:22][C:15]([C:13]1[CH:12]=[CH:11][C:10]([C:18]([F:21])([F:20])[F:19])=[C:9]([O:8][CH2:7][CH:4]2[CH2:3][CH2:2][O:1][CH2:6][CH2:5]2)[N:14]=1)=[O:17])[C:24](=[O:25])[NH:26][CH3:27]. The reactants are [OH-].[NH4+] (ammonium hydroxide), CC(C)OC=1C=C(C=C2C=C(NC12)C(=O)O)OC1=NC=C(C=C1)S(=O)(=O)C (7-(1-methylethoxy)-5-{[5-(methylsulfonyl)pyridin-2-yl]oxy}-1H-indole-2-carboxylic acid), ON1N=NC2=C1C=CC=C2 (1-hydroxybenzotriazole), Cl.C(C)N=C=NCCCN(C)C (1-ethyl-3-(3-dimethylaminopropyl)carbodiimide hydrochloride). The solvent is CN(C=O)C (N,N-dimethylformamide), O (Water). Reaction conditions: temperature 50 celsius, time 30 minute. The product is CC(C)OC=1C=C(C=C2C=C(NC12)C(=O)N)OC1=NC=C(C=C1)S(=O)(=O)C (7-(1-Methylethoxy)-5-{[5-(methylsulfonyl)pyridin-2-yl]oxy}-1H-indole-2-carboxamide). The yield is 56.6%. Reaction SMILES: [CH3:1][CH:2]([O:4][C:5]1[CH:6]=[C:7]([O:17][C:18]2[CH:23]=[CH:22][C:21]([S:24]([CH3:27])(=[O:26])=[O:25])=[CH:20][N:19]=2)[CH:8]=[C:9]2[C:13]=1[NH:12][C:11]([C:14](O)=[O:15])=[CH:10]2)[CH3:3].O[N:29]1C2C=CC=CC=2N=N1.Cl.C(N=C=NCCCN(C)C)C.[OH-].[NH4+]>O.CN(C)C=O>[CH3:1][CH:2]([O:4][C:5]1[CH:6]=[C:7]([O:17][C:18]2[CH:23]=[CH:22][C:21]([S:24]([CH3:27])(=[O:26])=[O:25])=[CH:20][N:19]=2)[CH:8]=[C:9]2[C:13]=1[NH:12][C:11]([C:14]([NH2:29])=[O:15])=[CH:10]2)[CH3:3] |f:2.3,4.5|. Reported procedure: A mixture of 7-(1-methylethoxy)-5-{[5-(methylsulfonyl)pyridin-2-yl]oxy}-1H-indole-2-carboxylic acid (4.0 g), 1-hydroxybenzotriazole (2.07 g), 1-ethyl-3-(3-dimethylaminopropyl)carbodiimide hydrochloride (2.93 g) and N,N-dimethylformamide (50 mL) was stirred at 50° C. for 30 min, and then cooled to room temperature. An aqueous solution of ammonium hydroxide (10%, 10 mL) was added to the mixture. The whole was stirred at room temperature for 12 h. Water was added to the mixture and the mixture was ...